From a dataset of the Open Reaction Database (ORD), a public repository of structured organic reaction records. describe an organic reaction: reactants, conditions, products, and yield Starting materials: mixture, C(F)(C(F)(F)F)(C(F)(F)F)OC(=O)C(F)(C(F)(F)F)OC(F)(F)C(F)(F)C(F)(F)F ((CF3)2CFOCOCF(CF3)OCF2CF2CF3), C(C(F)(F)F)(C(F)(F)F)OC(=O)C(F)(C(F)(F)F)OC(F)(F)C(F)(F)C(F)(F)F ((CF3)2CHOCOCF(CF3)OCF2CF2CF3), [F-].[Na+] (NaF). Conditions: temperature 120 celsius. The product is FC(=O)C(F)(C(F)(F)F)OC(F)(F)C(F)(F)C(F)(F)F (FCOCF(CF3)OCF2CF2CF3). RXN SMILES: C(O[C:12]([C:14]([O:20][C:21]([C:24]([C:27]([F:30])([F:29])[F:28])([F:26])[F:25])([F:23])[F:22])([C:16]([F:19])([F:18])[F:17])[F:15])=[O:13])(C(F)(F)F)(C(F)(F)F)F.C(OC(C(OC(C(C(F)(F)F)(F)F)(F)F)(C(F)(F)F)F)=O)(C(F)(F)F)C(F)(F)[F:33].[F-].[Na+]>>[F:33][C:12]([C:14]([O:20][C:21]([C:24]([C:27]([F:30])([F:28])[F:29])([F:25])[F:26])([F:23])[F:22])([C:16]([F:18])([F:17])[F:19])[F:15])=[O:13] |f:2.3|. Procedure details: 2.1 g of a mixture of (CF3)2CFOCOCF(CF3)OCF2CF2CF3 and (CF3)2CHOCOCF(CF3)OCF2CF2CF3 obtained in Example 1-2, was charged into a flask together with 0.02 g of NaF powder and heated at 120° C. for 10 hours in an oil bath, while stirring vigorously. At an upper portion of the flask, a reflux condenser having the temperature adjusted at 20° C. and a gas bag were installed in series. After cooling, 1.5 g of a liquid sample and 0.4 g of a gas sample were recovered. The gas sample and the liquid sample... The reactants are [Li+].[OH-] (LiOH), FC(C(=O)O)(F)F.COC([C@@H](NC(CN(CC1=CC=CC2=CC=CC=C12)C[C@H]([C@H](CC)C)NC([C@H]1N(C(CC1)=O)C)=O)=O)CCSC)=O (N-[2(S)-((N-Methylpyroglutamyl)-amino)-3(S)-methylpentyl]-N-(1-naphthylmethyl)-glycyl-methionine methyl ester trifluoroacetate salt), Cl (HCl). Run in CO (methanol). Conditions: time 4 hour. Yields the product CN1[C@@H](CCC1=O)C(=O)N[C@H](CN(CC(=O)N[C@@H](CCSC)C(=O)O)CC1=CC=CC2=CC=CC=C12)[C@H](CC)C (N-[2(S)-((N-methylpyroglutamyl)-amino)-3(S)-methylpentyl]-N-(1-naphthylmethyl)-glycyl-methionine). RXN SMILES: FC(F)(F)C(O)=O.C[O:9][C:10](=[O:48])[C@H:11]([CH2:44][CH2:45][S:46][CH3:47])[NH:12][C:13](=[O:43])[CH2:14][N:15]([CH2:27][C@@H:28]([NH:33][C:34](=[O:42])[C@@H:35]1[CH2:39][CH2:38][C:37](=[O:40])[N:36]1[CH3:41])[C@@H:29]([CH3:32])[CH2:30][CH3:31])[CH2:16][C:17]1[C:26]2[C:21](=[CH:22][CH:23]=[CH:24][CH:25]=2)[CH:20]=[CH:19][CH:18]=1.[Li+].[OH-].Cl>CO>[CH3:41][N:36]1[C:37](=[O:40])[CH2:38][CH2:39][C@H:35]1[C:34]([NH:33][C@@H:28]([C@@H:29]([CH3:32])[CH2:30][CH3:31])[CH2:27][N:15]([CH2:16][C:17]1[C:26]2[C:21](=[CH:22][CH:23]=[CH:24][CH:25]=2)[CH:20]=[CH:19][CH:18]=1)[CH2:14][C:13]([NH:12][C@H:11]([C:10]([OH:48])=[O:9])[CH2:44][CH2:45][S:46][CH3:47])=[O:43])=[O:42] |f:0.1,2.3|. Reported procedure: N-[2(S)-((N-Methylpyroglutamyl)-amino)-3(S)-methylpentyl]-N-(1-naphthylmethyl)-glycyl-methionine methyl ester trifluoroacetate salt (prepared in Example 25, 112 mg, 0.19 mmol) was dissolved in methanol (5 ml) and treated with 0.76 ml of 1N LiOH. The mixture was stirred for 4 hours at room temperature, then treated with 0.76 ml of 1N HCl. The solvent was evacuated in vacuo. The crude product was purified by preparative HPLC (Waters PrepPak C-18 eluting with CH3CN/0.1% TFA in H2O) to give, after l... Starting materials: O=C([O-])[O-], CCCN=C=O, CC#N, CCO, CCC(O)(c1ccc(O)cc1)c1ccc(F)cc1, [K+], [K+]. The product is CCCNC(=O)Oc1ccc(C(O)(CC)c2ccc(F)cc2)cc1. RXN SMILES: [C:25](=[O:26])([O-:27])[O-:28].[CH2:19]([CH2:20][CH3:21])[N:22]=[C:23]=[O:24].[CH3:31][C:32]#[N:33].[CH3:34][CH2:35][OH:36].[F:1][c:2]1[cH:3][cH:4][c:5]([C:6]([c:7]2[cH:8][cH:9][c:10]([OH:13])[cH:11][cH:12]2)([OH:14])[CH2:15][CH3:16])[cH:17][cH:18]1.[K+:29].[K+:30]>>[F:1][c:2]1[cH:3][cH:4][c:5]([C:6]([c:7]2[cH:8][cH:9][c:10]([O:13][C:23]([NH:22][CH2:19][CH2:20][CH3:21])=[O:24])[cH:11][cH:12]2)([OH:14])[CH2:15][CH3:16])[cH:17][cH:18]1. Product: Cc1cnc2c(c1)CCCC2C(N)=S. The reactants are [Li]CCCC, CCCCCC, Cc1cnc2c(c1)CCCC2, C[Si](C)(C)N=C=S, CC(C)NC(C)C, O, c1ccccc1. RXN SMILES: [CH2:8]([Li:9])[CH2:10][CH2:11][CH3:12].[CH3:13][CH2:14][CH2:15][CH2:16][CH2:17][CH3:18].[CH3:19][c:20]1[cH:21][n:22][c:23]2[c:28]([cH:29]1)[CH2:27][CH2:26][CH2:25][CH2:24]2.[CH3:30][Si:31]([CH3:32])([CH3:33])[N:34]=[C:35]=[S:36].[CH:1]([NH:2][CH:3]([CH3:4])[CH3:5])([CH3:6])[CH3:7].[OH2:43].[cH:37]1[cH:38][cH:39][cH:40][cH:41][cH:42]1>>[CH3:19][c:20]1[cH:21][n:22][c:23]2[c:28]([cH:29]1)[CH2:27][CH2:26][CH2:25][CH:24]2[C:35]([NH2:34])=[S:36]. Reactants: Cc1ccccc1, O=[N+]([O-])c1cccc2c1CCC2O, O=S(Cl)Cl. Product: O=[N+]([O-])c1cccc2c1CCC2Cl. As a reaction SMILES: [CH3:18][c:19]1[cH:20][cH:21][cH:22][cH:23][cH:24]1.[N+:1](=[O:2])([O-:3])[c:4]1[c:5]2[c:9]([cH:10][cH:11][cH:12]1)[CH:8]([OH:13])[CH2:7][CH2:6]2.[S:14]([Cl:15])([Cl:16])=[O:17]>>[N+:1](=[O:2])([O-:3])[c:4]1[c:5]2[c:9]([cH:10][cH:11][cH:12]1)[CH:8]([Cl:16])[CH2:7][CH2:6]2. As a reaction SMILES: C(=O)([O-])[O-].[K+].[K+].Br[CH2:8][CH2:9][CH2:10][CH2:11][CH2:12]Br.CN(C)C=O.[NH2:19][C:20]1[CH:21]=[CH:22][C:23]([O:30][CH2:31][C:32]2[CH:37]=[CH:36][CH:35]=[CH:34][CH:33]=2)=[C:24]([CH:29]=1)[C:25]([O:27][CH3:28])=[O:26]>C(OCC)(=O)C.O>[CH2:31]([O:30][C:23]1[CH:22]=[CH:21][C:20]([N:19]2[CH2:12][CH2:11][CH2:10][CH2:9][CH2:8]2)=[CH:29][C:24]=1[C:25]([O:27][CH3:28])=[O:26])[C:32]1[CH:37]=[CH:36][CH:35]=[CH:34][CH:33]=1 |f:0.1.2|. The product is C(C1=CC=CC=C1)OC1=C(C(=O)OC)C=C(C=C1)N1CCCCC1 (methyl 2-(benzyloxy)-5-(piperidin-1-yl)benzoate). Reactants: C([O-])([O-])=O.[K+].[K+] (Potassium carbonate), BrCCCCCBr (1,5-dibromopentane), CN(C=O)C (N,N-dimethylformamide), NC=1C=CC(=C(C(=O)OC)C1)OCC1=CC=CC=C1 (methyl 5-amino-2-(benzyloxy)benzoate). Procedure: Potassium carbonate (5.1 g) and 1,5-dibromopentane (2.5 mL) were sequentially added to an N,N-dimethylformamide (23 mL) solution of methyl 5-amino-2-(benzyloxy)benzoate (4.6 g), followed by stirring at 50 to 55° C. for 1 hour, at 55 to 60° C. for 1 hour, at 70° C. for 1 hour and 30 minutes, and then at 75 to 80° C. for 1 hour and 30 minutes. The reaction mixture was cooled to room temperature, and then water and ethyl acetate were added thereto. The organic layer was separated, washed with a sat... Conditions: temperature 70 celsius, time 30 minute. Solvent: C(C)(=O)OCC (ethyl acetate), O (water). Reactants: Cl.NO (hydroxylamine hydrochloride), Cl (hydrochloric acid), ClC=1C=CC2=C(N(C(S2)=O)CC(=O)N2CCN(CC2)N=CC2=CC=CC=C2)C1 (5-chloro-3-[(4-benzylideneamino-1-piperazinyl)carbonylmethyl]-2-benzothiazolinone). Run in C(C)#N (acetonitrile). Run at time 8 hour. Product: Cl.ClC=1C=CC2=C(N(C(S2)=O)CC(=O)N2CCN(CC2)N)C1 (5-chloro-3-[(4-amino-1-piperazinyl)carbonylmethyl]-2-benzothiazolinone hydrochloride). Yield: 131.0%. Reaction SMILES: Cl.NO.Cl.[Cl:5][C:6]1[CH:7]=[CH:8][C:9]2[S:13][C:12](=[O:14])[N:11]([CH2:15][C:16]([N:18]3[CH2:23][CH2:22][N:21]([N:24]=CC4C=CC=CC=4)[CH2:20][CH2:19]3)=[O:17])[C:10]=2[CH:32]=1>C(#N)C>[ClH:5].[Cl:5][C:6]1[CH:7]=[CH:8][C:9]2[S:13][C:12](=[O:14])[N:11]([CH2:15][C:16]([N:18]3[CH2:19][CH2:20][N:21]([NH2:24])[CH2:22][CH2:23]3)=[O:17])[C:10]=2[CH:32]=1 |f:0.1,5.6|. Procedure: To a solution of hydroxylamine hydrochloride (25.2 g) in a mixed solvent of acetonitrile (300 ml) and 6N-hydrochloric acid (150 ml), was added 5-chloro-3-[(4-benzylideneamino-1-piperazinyl)carbonylmethyl]-2-benzothiazolinone (15 g). The resulting solution was stirred overnight at room temperature. After stirring for five hours under ice cooling, the crystalline precipitates were filtered, and washed successively with water (30 ml) and methylene chloride (75 ml). This product was suspended in wat...